Dataset: the Open Reaction Database (ORD), a public repository of structured organic reaction records. Task: describe an organic reaction: reactants, conditions, products, and yield Reactants: Fc1ccc(-c2nc3nn(CC4CCCN4Cc4ccccc4)cc3c(-c3ccc(F)cc3)c2-c2ccncc2)cc1, CCO, O=CO. The product is Fc1ccc(-c2nc3nn(CC4CCCN4)cc3c(-c3ccc(F)cc3)c2-c2ccncc2)cc1. Reaction SMILES: [CH2:1]([c:2]1[cH:3][cH:4][cH:5][cH:6][cH:7]1)[N:8]1[CH:9]([CH2:13][n:14]2[n:15][c:16]3[n:17][c:18](-[c:36]4[cH:37][cH:38][c:39]([F:42])[cH:40][cH:41]4)[c:19](-[c:30]4[cH:31][cH:32][n:33][cH:34][cH:35]4)[c:20](-[c:23]4[cH:24][cH:25][c:26]([F:29])[cH:27][cH:28]4)[c:21]3[cH:22]2)[CH2:10][CH2:11][CH2:12]1.[CH3:46][CH2:47][OH:48].[CH:43]([OH:44])=[O:45]>>[NH:8]1[CH:9]([CH2:13][n:14]2[n:15][c:16]3[n:17][c:18](-[c:36]4[cH:37][cH:38][c:39]([F:42])[cH:40][cH:41]4)[c:19](-[c:30]4[cH:31][cH:32][n:33][cH:34][cH:35]4)[c:20](-[c:23]4[cH:24][cH:25][c:26]([F:29])[cH:27][cH:28]4)[c:21]3[cH:22]2)[CH2:10][CH2:11][CH2:12]1.